From a dataset of the Open Reaction Database (ORD), a public repository of structured organic reaction records. describe an organic reaction: reactants, conditions, products, and yield Reactants: C(C)(C)(C)OC(=O)N1CC(CC1)C1=CC(=CC=2C(=C(OC21)C(C)=O)CC2=CC(=CC=C2)F)F (3-[2-acetyl-5-fluoro-3-(3-fluoro-benzyl)-benzofuran-7-yl]-pyrrolidine-1-carboxylic acid tert-butyl ester), Cl (HCl). Yields the product FC=1C=C(C2=C(C(=C(O2)C(C)=O)CC2=CC(=CC=C2)F)C1)C1CNCC1 (1-[5-Fluoro-3-(3-fluoro-benzyl)-7-pyrrolidin-3-yl-benzofuran-2-yl]-ethanone). As a reaction SMILES: C(OC([N:8]1[CH2:12][CH2:11][CH:10]([C:13]2[C:21]3[O:20][C:19]([C:22](=[O:24])[CH3:23])=[C:18]([CH2:25][C:26]4[CH:31]=[CH:30][CH:29]=[C:28]([F:32])[CH:27]=4)[C:17]=3[CH:16]=[C:15]([F:33])[CH:14]=2)[CH2:9]1)=O)(C)(C)C.Cl>>[F:33][C:15]1[CH:14]=[C:13]([CH:10]2[CH2:11][CH2:12][NH:8][CH2:9]2)[C:21]2[O:20][C:19]([C:22](=[O:24])[CH3:23])=[C:18]([CH2:25][C:26]3[CH:31]=[CH:30][CH:29]=[C:28]([F:32])[CH:27]=3)[C:17]=2[CH:16]=1. Procedure: 1-[5-Fluoro-3-(3-fluoro-benzyl)-7-pyrrolidin-3-yl-benzofuran-2-yl]-ethanone was prepared by treating 3-[2-acetyl-5-fluoro-3-(3-fluoro-benzyl)-benzofuran-7-yl]-pyrrolidine-1-carboxylic acid tert-butyl ester with ethanolic HCl using the procedure described for step 4 of Example 2, (M+H)+ 356.